Dataset: the Open Reaction Database (ORD), a public repository of structured organic reaction records. Task: describe an organic reaction: reactants, conditions, products, and yield Starting materials: [BH3-]C#N, CCOc1cc(CN2CCC(NC(=O)c3cc(O)cc(OC)c3)CC2)cc(OCC)c1F, CCOc1cc(C=O)cc(OCC)c1-c1ccc(F)cc1, CCN(C(C)C)C(C)C, CCO, CC(=O)O, [Na+]. Product: CCOc1cc(CN2CCC(NC(=O)c3cc(O)cc(OC)c3)CC2)cc(OCC)c1-c1ccc(F)cc1. As a reaction SMILES: [C:54]([BH3-:55])#[N:56].[CH2:1]([CH3:2])[O:3][c:4]1[cH:5][c:6]([CH2:7][N:8]2[CH2:9][CH2:10][CH:11]([NH:14][C:15]([c:16]3[cH:17][c:18]([OH:24])[cH:19][c:20]([O:22][CH3:23])[cH:21]3)=[O:25])[CH2:12][CH2:13]2)[cH:26][c:27]([O:30][CH2:31][CH3:32])[c:28]1[F:29].[CH2:33]([O:34][c:35]1[cH:36][c:37]([CH:38]=[O:39])[cH:40][c:41]([O:42][CH2:43][CH3:44])[c:45]1-[c:47]1[cH:48][cH:49][c:50]([F:53])[cH:51][cH:52]1)[CH3:46].[CH2:58]([N:59]([CH:60]([CH3:61])[CH3:62])[CH:63]([CH3:64])[CH3:65])[CH3:66].[CH3:67][CH2:68][OH:69].[CH3:70][C:71](=[O:72])[OH:73].[Na+:57]>>[CH2:1]([CH3:2])[O:3][c:4]1[cH:5][c:6]([CH2:7][N:8]2[CH2:9][CH2:10][CH:11]([NH:14][C:15]([c:16]3[cH:17][c:18]([OH:24])[cH:19][c:20]([O:22][CH3:23])[cH:21]3)=[O:25])[CH2:12][CH2:13]2)[cH:26][c:27]([O:30][CH2:31][CH3:32])[c:28]1-[c:47]1[cH:48][cH:49][c:50]([F:53])[cH:51][cH:52]1. Reactants: C1CCOC1, CCOC(=O)CP(=O)(OCC)OCC, COc1ccc(C=O)c(OC)c1OC, [H-], [Na+]. Yields the product CCOC(=O)C=Cc1ccc(OC)c(OC)c1OC. RXN SMILES: [CH2:31]1[O:32][CH2:33][CH2:34][CH2:35]1.[CH2:3]([O:4][P:5]([O:6][CH2:7][CH3:8])(=[O:9])[CH2:11][C:12](=[O:13])[O:14][CH2:15][CH3:16])[CH3:10].[CH3:17][O:18][c:19]1[c:20]([CH:21]=[O:22])[cH:23][cH:24][c:25]([O:29][CH3:30])[c:26]1[O:27][CH3:28].[H-:1].[Na+:2]>>[CH:11]([C:12](=[O:13])[O:14][CH2:15][CH3:16])=[CH:21][c:20]1[c:19]([O:18][CH3:17])[c:26]([O:27][CH3:28])[c:25]([O:29][CH3:30])[cH:24][cH:23]1. Starting materials: Cl (hydrochloric acid), [OH-].[Na+] (NaOH), COC1=CC(=C(C(=C1)C)C1=C(C=NC=C1C)C)C (4-(4-methoxy-2,6-dimethyl-phenyl)-3,5-dimethyl-pyridine), N#N (N2). The solvent is O (water), N1=CC=CC=C1 (pyridine), O (water), O (water). Run at temperature 140 celsius. Product: CC=1C=NC=C(C1C1=C(C=C(C=C1C)O)C)C (4-(3,5-dimethyl-pyridin-4-yl)-3,5-dimethyl-phenol). As a reaction SMILES: Cl.C[O:3][C:4]1[CH:9]=[C:8]([CH3:10])[C:7]([C:11]2[C:16]([CH3:17])=[CH:15][N:14]=[CH:13][C:12]=2[CH3:18])=[C:6]([CH3:19])[CH:5]=1.N#N.[OH-].[Na+]>O.N1C=CC=CC=1>[CH3:18][C:12]1[CH:13]=[N:14][CH:15]=[C:16]([CH3:17])[C:11]=1[C:7]1[C:8]([CH3:10])=[CH:9][C:4]([OH:3])=[CH:5][C:6]=1[CH3:19] |f:3.4|. Procedure details: To stirring pyridine (3 mL) was slowly added concentrated hydrochloric acid (3.3 mL). The reaction flask was then fitted for distillation, and water was distilled from the mixture until the temperature rose to 210° C. After cooling to 140° C., 4 (0.241 g, 1.00 mmol) was added to the above mixture, and the reaction flask was fitted with a reflux condenser connected to a N2 source. The yellow mixture was stirred and refluxed for 3 h at 210° C. The resulting reaction mixture was then diluted with w...